This data is from the Open Reaction Database (ORD), a public repository of structured organic reaction records. The task is: describe an organic reaction: reactants, conditions, products, and yield The reactants are BrC=1SC(=C2N=CNC(C21)=O)Br (5,7-Dibromo-3,4-dihydrothieno[3,4-d]pyrimidin4-one), BrBr (bromine). The solvent is C(C)(=O)O (acetic acid). Yields the product BrC=1SC=C2C1N=CNC2=O (7-Bromo-3,4-dihydrothieno[3,4-d]pyrimidin4-one). Reaction SMILES: Br[C:2]1[S:3][C:4]([Br:12])=[C:5]2[C:10]=1[C:9](=[O:11])[NH:8][CH:7]=[N:6]2.BrBr>C(O)(=O)C>[Br:12][C:4]1[S:3][CH:2]=[C:10]2[C:9](=[O:11])[NH:8][CH:7]=[N:6][C:5]=12. Procedure: A solution of the product from Example 12 (0.9 g) and bromine (0.3 ml) in glacial acetic acid (100 ml) were heated at 100° C. for 2 hours. On cooling the solvent was removed and the residue was dried. The residue was recrystallised from acetic acid to give the title product, m.p. 226-229° C. The reactants are CCCC[N+](CCCC)(CCCC)CCCC, C1CCOC1, ClCCl, [F-], C[Si](C)(C)C(F)(F)F, O, O=Cc1ccccn1. Product: OCC(F)(F)F, c1ccncc1. As a reaction SMILES: [CH2:10]([N+:11]([CH2:12][CH2:13][CH2:14][CH3:15])([CH2:16][CH2:17][CH2:18][CH3:19])[CH2:20][CH2:21][CH2:22][CH3:23])[CH2:24][CH2:25][CH3:26].[CH2:35]1[O:36][CH2:37][CH2:38][CH2:39]1.[Cl:41][CH2:42][Cl:43].[F-:9].[F:27][C:28]([F:29])([F:30])[Si:31]([CH3:32])([CH3:33])[CH3:34].[OH2:40].[n:1]1[c:2]([CH:7]=[O:8])[cH:3][cH:4][cH:5][cH:6]1>>[CH2:7]([OH:8])[C:28]([F:27])([F:29])[F:30].[n:1]1[cH:2][cH:3][cH:4][cH:5][cH:6]1. Procedure details: 5.0 g of 3-(5-hydroxy-4,6,7-trimethyl-1,3-benzoxathiole-2-yl)propanol (prepared as described in Example 71) were dissolved in 40 ml of dimethylformamide, and 260 mg of a 55% w/w oily suspension of sodium hydride was added at room temperature. The reaction mixture was then heated for 1 hour at 40°-45° C., after which it was cooled with ice-water, and then a solution of 1.6 g of chloromethyl methyl ether in 5 ml of benzene was added dropwise. After completion of the addition, the temperature of th... The reactants are COCCl (chloromethyl methyl ether), OC=1C(=C(C2=C(SC(O2)CCCO)C1C)C)C (3-(5-Hydroxy-4,6,7-trimethyl-1,3-benzoxathiole-2-yl)-propanol), [H-].[Na+] (sodium hydride), ice water, O (water). Reaction SMILES: [OH:1][C:2]1[C:3]([CH3:17])=[C:4]([CH3:16])[C:5]2[O:9][CH:8]([CH2:10][CH2:11][CH2:12][OH:13])[S:7][C:6]=2[C:14]=1[CH3:15].[H-].[Na+].[CH3:20][O:21][CH2:22]Cl.O>CN(C)C=O.C1C=CC=CC=1>[OH:1][C:2]1[C:3]([CH3:17])=[C:4]([CH3:16])[C:5]2[O:9][CH:8]([CH2:10][CH2:11][CH2:12][O:13][CH2:20][O:21][CH3:22])[S:7][C:6]=2[C:14]=1[CH3:15] |f:1.2|. Run in C1=CC=CC=C1 (benzene), CN(C=O)C (dimethylformamide). Product: OC=1C(=C(C2=C(SC(O2)CCCOCOC)C1C)C)C (5-Hydroxy-2-(3-methoxymethoxypropyl)-4,6,7-trimethyl-1,3-benzoxathiole). Reactants: C(C)(C)(C)OC(=O)N1CCC(CC1)C1=NC=C(C=C1)N (5-Amino-3′,4′,5′,6′-tetrahydro-2′H-[2,4]bipyridinyl-1′-carboxylic acid tert-butyl ester), COC1=C(C=CC=C1)C1=CC=C2C=NC(=NN21)O (7-(2-Methoxy-phenyl)-pyrrolo[2,1-f][1,2,4]triazin-2-ol). Product: N1=C(C=CC(=C1)NC1=NN2C(C=N1)=CC=C2C2=C(C=CC=C2)OC)C2CCNCC2 ((1′,2′,3′,4′,5′,6′-Hexahydro-[2,4]bipyridinyl-5-yl)-[7-(2-methoxy-phenyl)-pyrrolo[2,1-f][1,2,4]triazin-2-yl]-amine). As a reaction SMILES: C(OC([N:8]1[CH2:13][CH2:12][CH:11]([C:14]2[CH:19]=[CH:18][C:17]([NH2:20])=[CH:16][N:15]=2)[CH2:10][CH2:9]1)=O)(C)(C)C.[CH3:21][O:22][C:23]1[CH:28]=[CH:27][CH:26]=[CH:25][C:24]=1[C:29]1[N:37]2[C:32]([CH:33]=[N:34][C:35](O)=[N:36]2)=[CH:31][CH:30]=1>>[N:15]1[CH:16]=[C:17]([NH:20][C:35]2[N:34]=[CH:33][C:32]3=[CH:31][CH:30]=[C:29]([C:24]4[CH:25]=[CH:26][CH:27]=[CH:28][C:23]=4[O:22][CH3:21])[N:37]3[N:36]=2)[CH:18]=[CH:19][C:14]=1[CH:11]1[CH2:10][CH2:9][NH:8][CH2:13][CH2:12]1. Procedure details: This example was prepared by using 5-Amino-3′,4′,5′,6′-tetrahydro-2′H-[2,4]bipyridinyl-1′-carboxylic acid tert-butyl ester (WO2006/047277) and 7-(2-Methoxy-phenyl)-pyrrolo[2,1-f][1,2,4]triazin-2-ol as described in Example 1255c followed by deprotection as described in Example 1223. 1H-NMR (DMSO) δ 9.7 (s, 1H), 9.0 (s, 1H), 8.8 (s, 1H), 8.6 (m, 1H), 8.3 (m, 1H), 8.1 (d, J=8.5 Hz, 1H), 7.7 (d, J=7.5 Hz, 1H), 7.5 (t, 1H), 7.2 (m, 2H), 7.1 (t, 1H), 7.0 (m, 2H), 3.8 (s, 3H), 3.4 (m, 2H), 3.0 (m, 3H),... Starting materials: CCO, CN(c1ccc(Cl)cc1)C1CCN(c2ccc(OC3CCCCO3)cc2)CC1, Cc1ccc(S(=O)(=O)[O-])cc1, c1cc[nH+]cc1. Yields the product CN(c1ccc(Cl)cc1)C1CCN(c2ccc(O)cc2)CC1. As a reaction SMILES: [CH3:46][CH2:47][OH:48].[O:1]1[CH2:2][CH2:3][CH2:4][CH2:5][CH:6]1[O:7][c:8]1[cH:9][cH:10][c:11]([N:14]2[CH2:15][CH2:16][CH:17]([N:20]([CH3:21])[c:22]3[cH:23][cH:24][c:25]([Cl:28])[cH:26][cH:27]3)[CH2:18][CH2:19]2)[cH:12][cH:13]1.[c:29]1([CH3:30])[cH:31][cH:32][c:33]([S:34]([O-:35])(=[O:36])=[O:37])[cH:38][cH:39]1.[nH+:40]1[cH:41][cH:42][cH:43][cH:44][cH:45]1>>[OH:7][c:8]1[cH:9][cH:10][c:11]([N:14]2[CH2:15][CH2:16][CH:17]([N:20]([CH3:21])[c:22]3[cH:23][cH:24][c:25]([Cl:28])[cH:26][cH:27]3)[CH2:18][CH2:19]2)[cH:12][cH:13]1. Reactants: ClCC(=O)Cl (chloroacetyl chloride), C1(=CC=CC=C1)[C@@H]1NCCC2=CC=CC=C12 ((1S)-1-phenyl-1,2,3,4-tetrahydroisoquinoline), C(O)([O-])=O.[Na+] (sodium hydrogen carbonate). Solvent: CCOC(=O)C (EtOAc), CCOC(=O)C (EtOAc), O (water). Reaction conditions: time 2 hour. The product is ClCC(=O)N1[C@H](C2=CC=CC=C2CC1)C1=CC=CC=C1 ((1S)-2-(chloroacetyl)-1-phenyl-1,2,3,4-tetrahydroisoquinoline). The yield is 99.2%. RXN SMILES: [Cl:1][CH2:2][C:3](Cl)=[O:4].[C:6]1([C@H:12]2[C:21]3[C:16](=[CH:17][CH:18]=[CH:19][CH:20]=3)[CH2:15][CH2:14][NH:13]2)[CH:11]=[CH:10][CH:9]=[CH:8][CH:7]=1.C(=O)([O-])O.[Na+]>CCOC(C)=O.O>[Cl:1][CH2:2][C:3]([N:13]1[CH2:14][CH2:15][C:16]2[C:21](=[CH:20][CH:19]=[CH:18][CH:17]=2)[C@@H:12]1[C:6]1[CH:7]=[CH:8][CH:9]=[CH:10][CH:11]=1)=[O:4] |f:2.3|. Procedure details: A mixture of chloroacetyl chloride (1.03 g) and EtOAc (5 mL) was added dropwise with stirring to a mixture of (1S)-1-phenyl-1,2,3,4-tetrahydroisoquinoline (1.58 g), sodium hydrogen carbonate (960 mg), water (25 mL) and EtOAc (25 mL), followed by stirring at room temperature for 2 hours. The reaction liquid was extracted with EtOAc, and the extract was washed sequentially with saturated aqueous sodium bicarbonate and saturated brine, dried over magnesium sulfate, and concentrated under reduced pr...